From a dataset of the Open Reaction Database (ORD), a public repository of structured organic reaction records. describe an organic reaction: reactants, conditions, products, and yield The reactants are C(C1=CC=CC=C1)=C1C(CCCC1)=O (2-benzylidenecyclohexanone), [Cl-].O[NH3+] (hydroxylammonium chloride). The product is C(C1=CC=CC=C1)=C1C(CCCC1)=NO (2-benzylidenecyclohexanone oxime). The solvent is C(C)O (ethanol). Reported procedure: A mixture of 2-benzylidenecyclohexanone (3.5 g, 18.8 mmol, J. Chem. Soc. 1949, 2957), hydroxylammonium chloride (3.9 g, 56 mmol) and ethanol (50 ml) was stirred at ambient temperature for 3 days. The solvent was evaporated in vacuo and the residue was dissolved in a mixture of ethyl acetate (200 ml) and water (50 ml). The phases were separated and the aqueous phase was extracted with ethyl acetate (50 ml). The combined organic extracts were washed with water and dried (MgSO4). The solvent was ev... Reaction conditions: time 3 day. As a reaction SMILES: [CH:1](=[C:8]1[CH2:13][CH2:12][CH2:11][CH2:10][C:9]1=O)[C:2]1[CH:7]=[CH:6][CH:5]=[CH:4][CH:3]=1.[Cl-].[OH:16][NH3+:17]>C(O)C>[CH:1](=[C:8]1[CH2:13][CH2:12][CH2:11][CH2:10][C:9]1=[N:17][OH:16])[C:2]1[CH:7]=[CH:6][CH:5]=[CH:4][CH:3]=1 |f:1.2|. Yield: 97.8%. The reactants are CCO, CN(C)C=O, Nc1nc(COc2ccc(Cl)c(Cl)c2)nc2nccnc12, [Na+], [OH-]. Yields the product O=c1[nH]c(COc2ccc(Cl)c(Cl)c2)nc2nccnc12. Reaction SMILES: [CH2:27]([OH:28])[CH3:29].[CH3:22][N:23]([CH3:24])[CH:26]=[O:25].[NH2:1][c:2]1[n:3][c:4]([CH2:12][O:13][c:14]2[cH:15][c:16]([Cl:21])[c:17]([Cl:20])[cH:18][cH:19]2)[n:5][c:6]2[n:7][cH:8][cH:9][n:10][c:11]12.[Na+:31].[OH-:30]>>[c:2]1(=[O:25])[nH:3][c:4]([CH2:12][O:13][c:14]2[cH:15][c:16]([Cl:21])[c:17]([Cl:20])[cH:18][cH:19]2)[n:5][c:6]2[n:7][cH:8][cH:9][n:10][c:11]12.